Dataset: the Open Reaction Database (ORD), a public repository of structured organic reaction records. Task: describe an organic reaction: reactants, conditions, products, and yield The reactants are N1(C=NC=C1)C[C@H](C1=CC=CC=C1)OC1=C(C=2CCCC(C2C=C1)=O)CS(=O)(=O)C1=C(C(=O)O)C=CC=C1 (2-{[(2-{[(1S)-2-(1H-imidazol-1-yl)-1-phenylethyl]oxy}-5-oxo-5,6,7,8-tetrahydro-1-naphthalenyl)methyl]sulfonyl}benzoic acid), NCC=C (3-aminopropene). Yields the product C(C=C)NC(C1=C(C=CC=C1)S(=O)(=O)CC1=C(C=CC=2C(CCCC12)=O)O[C@H](CN1C=NC=C1)C1=CC=CC=C1)=O (N-Allyl-2-{[(2-{[(1S)-2-(1H-imidazol-1-yl)-1-phenylethyl]oxy}-5-oxo-5,6,7,8-tetrahydro-1-naphthalenyl)methyl]sulfonyl}benzamide). Isolated yield 66.7%. As a reaction SMILES: [N:1]1([CH2:6][C@@H:7]([O:14][C:15]2[CH:24]=[CH:23][C:22]3[C:21](=[O:25])[CH2:20][CH2:19][CH2:18][C:17]=3[C:16]=2[CH2:26][S:27]([C:30]2[CH:38]=[CH:37][CH:36]=[CH:35][C:31]=2[C:32]([OH:34])=O)(=[O:29])=[O:28])[C:8]2[CH:13]=[CH:12][CH:11]=[CH:10][CH:9]=2)[CH:5]=[CH:4][N:3]=[CH:2]1.[NH2:39][CH2:40][CH:41]=[CH2:42]>>[CH2:40]([NH:39][C:32](=[O:34])[C:31]1[CH:35]=[CH:36][CH:37]=[CH:38][C:30]=1[S:27]([CH2:26][C:16]1[C:17]2[CH2:18][CH2:19][CH2:20][C:21](=[O:25])[C:22]=2[CH:23]=[CH:24][C:15]=1[O:14][C@@H:7]([C:8]1[CH:13]=[CH:12][CH:11]=[CH:10][CH:9]=1)[CH2:6][N:1]1[CH:5]=[CH:4][N:3]=[CH:2]1)(=[O:29])=[O:28])[CH:41]=[CH2:42]. Procedure details: Using the method in Example 172, 2-{[(2-{[(1S)-2-(1H-imidazol-1-yl)-1-phenylethyl]oxy}-5-oxo-5,6,7,8-tetrahydro-1-naphthalenyl)methyl]sulfonyl}benzoic acid (53 mg, 0.10 mmol, 0.20M in DMF) and 3-aminopropene (17 mg, 0.30 mmol, 0.6M in DMF) were combined to give 38 mg of the desired compound: Low resolution mass spectrum (LC-MS, APCI) m/z 570 [M+H]+. The reactants are CC1=NC2=CC=C(C=C2N=C1C)[N+](=O)[O-] (2,3-dimethyl-6-nitroquinoxaline), [H][H] (Hydrogen). The reagents and catalysts are [Pd] (Palladium on carbon). Run in alcohol. The product is NC=1C=C2N=C(C(=NC2=CC1)C)C (6-Amino-2,3-dimethylquinoxaline). Reaction SMILES: [CH3:1][C:2]1[C:11]([CH3:12])=[N:10][C:9]2[C:4](=[CH:5][CH:6]=[C:7]([N+:13]([O-])=O)[CH:8]=2)[N:3]=1.[H][H]>[Pd]>[NH2:13][C:7]1[CH:8]=[C:9]2[C:4](=[CH:5][CH:6]=1)[N:3]=[C:2]([CH3:1])[C:11]([CH3:12])=[N:10]2. Procedure details: A near solution of 2,3-dimethyl-6-nitroquinoxaline (62.9 g, 0.31 mole) in 1 L of absolute alcohol (Mallinkrodt) was hydrogenated in Parr apparatus using 5% Palladium on carbon 50% wet catalyst (Englehard). Hydrogen uptake (100% of theory) in 2 hours was noted. After the reduction stopped the catalyst was removed by filtration and the filtrate remaining concentrated to dryness in vacuo. The residue remaining was used without further purification as an intermediate in part C. Yield 52 g (96%). Reactants: CCCCCC (hexane), COC(=O)CC1=CC=C(OC[C@@H](C)NC[C@H](O)C2=CC(=CC=C2)Cl)C=C1 (2-[2-(4-methoxycarbonylmethylphenoxy)-1(R)methylethyl]amino-1(R)-(3-chlorophenyl)ethanol), C(\C=C\C(=O)O)(=O)O (fumaric acid). Run in C(C)(=O)OCC (ethyl acetate). Product: C(\C=C\C(=O)O)(=O)O.COC(=O)CC1=CC=C(OC[C@@H](C)NC[C@H](O)C2=CC(=CC=C2)Cl)C=C1 (2-[2-(4-Methoxycarbonylmethylphenoxy)-1(R)-methylethyl]amino-1(R)-(3-chlorophenyl)ethanol fumarate). The yield is 93.3%. As a reaction SMILES: CCCCCC.[CH3:7][O:8][C:9]([CH2:11][C:12]1[CH:32]=[CH:31][C:15]([O:16][CH2:17][C@H:18]([NH:20][CH2:21][C@@H:22]([C:24]2[CH:29]=[CH:28][CH:27]=[C:26]([Cl:30])[CH:25]=2)[OH:23])[CH3:19])=[CH:14][CH:13]=1)=[O:10].[C:33]([OH:40])(=[O:39])/[CH:34]=[CH:35]/[C:36]([OH:38])=[O:37]>C(OCC)(=O)C>[C:33]([OH:40])(=[O:39])/[CH:34]=[CH:35]/[C:36]([OH:38])=[O:37].[CH3:7][O:8][C:9]([CH2:11][C:12]1[CH:32]=[CH:31][C:15]([O:16][CH2:17][C@H:18]([NH:20][CH2:21][C@@H:22]([C:24]2[CH:29]=[CH:28][CH:27]=[C:26]([Cl:30])[CH:25]=2)[OH:23])[CH3:19])=[CH:14][CH:13]=1)=[O:10] |f:4.5|. Procedure: 30 ml of hexane were slowly added to a solution of 1.6 g of 2-[2-(4-methoxycarbonylmethylphenoxy)-1(R)methylethyl]amino-1(R)-(3-chlorophenyl)ethanol (prepared as described in Example 46) and 491 mg of fumaric acid in 5 ml of ethyl acetate, whilst irradiating the reaction mixture with ultrasonic waves. The crystals which precipitated were collected by filtration and dried, to give 1.95 g of the title compound as crystals, melting at 73°-78° C. [α]D23 -19.4° (c=1.01, methanol). Starting materials: N=1C(NC(C(C1)=O)=O)=O (pyrimidinetrione), C(C)OC(=O)C1(N(C(CC1)=O)C=1C=NC(=CC1)OC1=CC=C(C=C1)C=1OC=NN1)C(=O)OCC (1-[6-(4-[1,3,4]oxadiazol-2-yl-phenoxy)-pyridin-3-yl]-5-oxo-pyrrolidine-2,2-dicarboxylic acid diethyl ester), NC(=O)N (urea). The solvent is [O-]CC.[Na+] (sodium ethoxide), C(C)O (ethanol). Yields the product O1C(=NN=C1)C1=CC=C(OC2=CC=C(C=N2)N2C(CCC23C(NC(NC3=O)=O)=O)=O)C=C1 (1-[6-(4-[1,3,4]oxadiazol-2-yl-phenoxy)-pyridin-3-yl]-1,7,9-triaza-spiro[4,5]decane-2,6,8,10-tetraone). Reaction SMILES: [N:1]1[C:2](=[O:9])[NH:3]C(=O)C(=O)C=1.C(O[C:13]([C:15]1([C:39]([O:41]CC)=O)[CH2:19][CH2:18][C:17](=[O:20])[N:16]1[C:21]1[CH:22]=[N:23][C:24]([O:27][C:28]2[CH:33]=[CH:32][C:31]([C:34]3[O:35][CH:36]=[N:37][N:38]=3)=[CH:30][CH:29]=2)=[CH:25][CH:26]=1)=[O:14])C.NC(N)=O>[O-]CC.[Na+].C(O)C>[O:35]1[CH:36]=[N:37][N:38]=[C:34]1[C:31]1[CH:30]=[CH:29][C:28]([O:27][C:24]2[N:23]=[CH:22][C:21]([N:16]3[C:15]4([C:39](=[O:41])[NH:3][C:2](=[O:9])[NH:1][C:13]4=[O:14])[CH2:19][CH2:18][C:17]3=[O:20])=[CH:26][CH:25]=2)=[CH:33][CH:32]=1 |f:3.4|. Reported procedure: Following the procedure for pyrimidinetrione formation outlined in Example 1, reaction of 1-[6-(4-[1,3,4]oxadiazol-2-yl-phenoxy)-pyridin-3-yl]-5-oxo-pyrrolidine-2,2-dicarboxylic acid diethyl ester (200 mg, 0.44 mmol) with urea (0.080 g, 1.3 mmol) in 1.3 mL of 1M sodium ethoxide in ethanol afforded 25 mg of 1-[6-(4-[1,3,4]oxadiazol-2-yl-phenoxy)-pyridin-3-yl]-1,7,9-triaza-spiro[4,5]decane-2,6,8,10-tetraone as a colorless solid. 1H NMR (CD3OD, 500 MHz): 9.02 (s, 1H), 8.14 (d, 2H, J=8.0 Hz), 8.06 (... Reactants: FC(F)(F)c1ccc2c(Cl)ccnc2c1, O, O=S(=O)(O)O, c1ccc2nnccc2c1. The product is O=C(O)c1ccc2c(Cl)ccnc2c1, c1ccc2nnccc2c1. RXN SMILES: [Cl:1][c:2]1[cH:3][cH:4][n:5][c:6]2[cH:7][c:8]([C:12]([F:13])([F:14])[F:15])[cH:9][cH:10][c:11]12.[OH2:31].[S:26]([OH:27])(=[O:28])(=[O:29])[OH:30].[cH:16]1[cH:17][cH:18][c:19]2[n:20][n:21][cH:22][cH:23][c:24]2[cH:25]1>>[Cl:1][c:2]1[cH:3][cH:4][n:5][c:6]2[cH:7][c:8]([C:12]([OH:27])=[O:31])[cH:9][cH:10][c:11]12.[cH:16]1[cH:17][cH:18][c:19]2[n:20][n:21][cH:22][cH:23][c:24]2[cH:25]1. The reactants are ClC=1C=C2C(=NC1C1=CC=C(C=C1)C1=C(C(=CC(=C1)F)F)OC)N=C(N2)OC2COC1C2OC[C@@H]1O ((3S)-6-[[6-chloro-5-[4-(3,5-difluoro-2-methoxy-phenyl)phenyl]-1H-imidazo[4,5-b]pyridin-2-yl]oxy]-2,3,3a,5,6,6a-hexahydrofuro[3,2-b]furan-3-ol), [Cl-].[Li+] (lithium chloride). Solvent: CN(C)C=O (DMF). Reaction conditions: temperature 140 celsius. The product is ClC=1C=C2C(=NC1C1=CC=C(C=C1)C1=C(C(=CC(=C1)F)F)O)N=C(N2)OC2COC1C2OC[C@@H]1O ((3S)-6-[[6-chloro-5-[4-(3,5-difluoro-2-hydroxy-phenyl)phenyl]-1H-imidazo[4,5-b]pyridin-2-yl]oxy]-2,3,3a,5,6,6a-hexahydrofuro[3,2-b]furan-3-ol). RXN SMILES: [Cl:1][C:2]1[CH:3]=[C:4]2[NH:26][C:25]([O:27][CH:28]3[CH:32]4[O:33][CH2:34][C@H:35]([OH:36])[CH:31]4[O:30][CH2:29]3)=[N:24][C:5]2=[N:6][C:7]=1[C:8]1[CH:13]=[CH:12][C:11]([C:14]2[CH:19]=[C:18]([F:20])[CH:17]=[C:16]([F:21])[C:15]=2[O:22]C)=[CH:10][CH:9]=1.[Cl-].[Li+]>CN(C=O)C>[Cl:1][C:2]1[CH:3]=[C:4]2[NH:26][C:25]([O:27][CH:28]3[CH:32]4[O:33][CH2:34][C@H:35]([OH:36])[CH:31]4[O:30][CH2:29]3)=[N:24][C:5]2=[N:6][C:7]=1[C:8]1[CH:13]=[CH:12][C:11]([C:14]2[CH:19]=[C:18]([F:20])[CH:17]=[C:16]([F:21])[C:15]=2[OH:22])=[CH:10][CH:9]=1 |f:1.2|. Reported procedure: A mixture of (3S)-6-[[6-chloro-5-[4-(3,5-difluoro-2-methoxy-phenyl)phenyl]-1H-imidazo[4,5-b]pyridin-2-yl]oxy]-2,3,3a,5,6,6a-hexahydrofuro[3,2-b]furan-3-ol (5.2 mg, 0.01 mmol), and lithium chloride (45.0 mg, 1.06 mmol) in DMF (0.5 mL) was heated in a 140° C. oil bath for 20 hours and then 3.5 additional hours at 150° C. The reaction mixture was cooled to room temperature and purified by preparative HPLC reverse phase (C-18), using a 30×150 mm Sunfire™ column eluting with a 20%-100% acetonitrile/w...